From a dataset of the Open Reaction Database (ORD), a public repository of structured organic reaction records. describe an organic reaction: reactants, conditions, products, and yield Reactants: C1CCOC1, CCOC(C)=O, Cc1ccc([N+](=O)[O-])c(Oc2cc(Cl)cc(C#N)c2)c1F, O. Product: Cc1ccc(N)c(Oc2cc(Cl)cc(C#N)c2)c1F. As a reaction SMILES: [CH2:29]1[O:30][CH2:31][CH2:32][CH2:33]1.[CH3:22][CH2:23][O:24][C:25]([CH3:26])=[O:27].[Cl:1][c:2]1[cH:3][c:4]([C:5]#[N:6])[cH:7][c:8]([O:10][c:11]2[c:12]([F:21])[c:13]([CH3:20])[cH:14][cH:15][c:16]2[N+:17]([O-:18])=[O:19])[cH:9]1.[OH2:28]>>[Cl:1][c:2]1[cH:3][c:4]([C:5]#[N:6])[cH:7][c:8]([O:10][c:11]2[c:12]([F:21])[c:13]([CH3:20])[cH:14][cH:15][c:16]2[NH2:17])[cH:9]1. Starting materials: OC=1C(=NC=C2C=CC=NC12)C(=O)OC (methyl 8-hydroxy-1,6-naphthyridine-7-carboxylate), N1=CC=C(C=C1)CN (1-pyridin-4-ylmethanamine). Solvent: C1(=CC=CC=C1)C (toluene). Yields the product OC=1C(=NC=C2C=CC=NC12)C(=O)NCC1=CC=NC=C1 (8-hydroxy-N-(4-pyridinylmethyl)[1,6]naphthyridine-7-carboxamide). RXN SMILES: [OH:1][C:2]1[C:3]([C:12]([O:14]C)=O)=[N:4][CH:5]=[C:6]2[C:11]=1[N:10]=[CH:9][CH:8]=[CH:7]2.[N:16]1[CH:21]=[CH:20][C:19]([CH2:22][NH2:23])=[CH:18][CH:17]=1>C1(C)C=CC=CC=1>[OH:1][C:2]1[C:3]([C:12]([NH:23][CH2:22][C:19]2[CH:20]=[CH:21][N:16]=[CH:17][CH:18]=2)=[O:14])=[N:4][CH:5]=[C:6]2[C:11]=1[N:10]=[CH:9][CH:8]=[CH:7]2. Procedure: To a solution of methyl 8-hydroxy-1,6-naphthyridine-7-carboxylate from Example 1, Step 2 (0.05 g, 0.245 mmol) in dry toluene (3 mL) was added 1-pyridin-4-ylmethanamine (0.029 g, 0.270 mmol) and the mixture was heated to reflux for 16 hours. The solution was reduced to a smaller volume and refluxed for 4 additional hours. The solvent was removed under reduced pressure and the residue redissolved in DMF and filtered and the solution solution was purified by preparative HPLC (Gilson semipreparative... Starting materials: Brc1cccc(-n2ccnn2)c1, CC(C)(C)[Si](C)(C)OC1CCNCC1, CC(C)(C)[O-], CN(C)c1ccccc1-c1ccccc1P(C1CCCCC1)C1CCCCC1, [Na+], C1COCCO1. Yields the product CC(C)(C)[Si](C)(C)OC1CCN(c2cccc(-n3ccnn3)c2)CC1. As a reaction SMILES: [Br:1][c:2]1[cH:3][c:4](-[n:8]2[n:9][n:10][cH:11][cH:12]2)[cH:5][cH:6][cH:7]1.[C:13]([CH3:14])([CH3:15])([CH3:16])[Si:17]([O:18][CH:19]1[CH2:20][CH2:21][NH:22][CH2:23][CH2:24]1)([CH3:25])[CH3:26].[CH3:55][C:56]([CH3:57])([O-:58])[CH3:59].[CH:27]1([P:28]([CH:29]2[CH2:30][CH2:31][CH2:32][CH2:33][CH2:34]2)[c:35]2[cH:36][cH:37][cH:38][cH:39][c:40]2-[c:41]2[cH:42][cH:43][cH:44][cH:45][c:46]2[N:47]([CH3:48])[CH3:49])[CH2:50][CH2:51][CH2:52][CH2:53][CH2:54]1.[Na+:60].[O:61]1[CH2:62][CH2:63][O:64][CH2:65][CH2:66]1>>[c:2]1([N:22]2[CH2:21][CH2:20][CH:19]([O:18][Si:17]([C:13]([CH3:14])([CH3:15])[CH3:16])([CH3:25])[CH3:26])[CH2:24][CH2:23]2)[cH:3][c:4](-[n:8]2[n:9][n:10][cH:11][cH:12]2)[cH:5][cH:6][cH:7]1. Starting materials: C1CCOC1, Cl, COc1cc(F)c(F)c(Nc2ccc(I)cc2F)c1[N+](=O)[O-], [Zn]. Yields the product COc1cc(F)c(F)c(Nc2ccc(I)cc2F)c1N. As a reaction SMILES: [CH2:24]1[O:25][CH2:26][CH2:27][CH2:28]1.[ClH:1].[F:2][c:3]1[c:4]([NH:15][c:16]2[c:17]([F:23])[cH:18][c:19]([I:22])[cH:20][cH:21]2)[c:5]([N+:12]([O-:13])=[O:14])[c:6]([O:10][CH3:11])[cH:7][c:8]1[F:9].[Zn:29]>>[F:2][c:3]1[c:4]([NH:15][c:16]2[c:17]([F:23])[cH:18][c:19]([I:22])[cH:20][cH:21]2)[c:5]([NH2:12])[c:6]([O:10][CH3:11])[cH:7][c:8]1[F:9]. The reactants are [N+](=O)([O-])C1=C(C=CC=C1)S(=O)(=O)Cl (o-nitrobenzenesulfonyl chloride), NC[C@@H]1CC[C@H](CC1)C(=O)O (trans-4-(aminomethyl)cyclohexanecarboxylic acid). Solvent: O1CCOCC1 (dioxane), [OH-].[Na+] (NaOH), O1CCOCC1 (dioxane), [OH-].[Na+] (NaOH). Run at time 30 minute. The product is [N+](=O)([O-])C1=C(C=CC=C1)S(=O)(=O)NC[C@@H]1CC[C@H](CC1)C(=O)O (trans-4-[N-(o-Nitrophenylsulfonyl)]aminomethylcyclohexane-carboxylic Acid). RXN SMILES: [N+:1]([C:4]1[CH:9]=[CH:8][CH:7]=[CH:6][C:5]=1[S:10](Cl)(=[O:12])=[O:11])([O-:3])=[O:2].[NH2:14][CH2:15][C@H:16]1[CH2:21][CH2:20][C@H:19]([C:22]([OH:24])=[O:23])[CH2:18][CH2:17]1>O1CCOCC1.[OH-].[Na+]>[N+:1]([C:4]1[CH:9]=[CH:8][CH:7]=[CH:6][C:5]=1[S:10]([NH:14][CH2:15][C@H:16]1[CH2:17][CH2:18][C@H:19]([C:22]([OH:24])=[O:23])[CH2:20][CH2:21]1)(=[O:12])=[O:11])([O-:3])=[O:2] |f:3.4|. Procedure details: A solution of 29.9 g (0.135 mol) of o-nitrobenzenesulfonyl chloride in 150 ml of dioxane and 150 ml of 1 N NaOH was added simultaneously and dropwise at 4° C. (ice bath) to a solution of 14.13 g (0.09 mol) of trans-4-(aminomethyl)cyclohexanecarboxylic acid in a two-phase system comprising 90 ml of 1 N NaOH and 90 ml of dioxane. After the slightly exothermic reaction had died down, stirring was carried out for 30 minutes at room temperature, the precipitate which separated out was filtered off wi... Reactants: O=C([O-])[O-], CC(C)=O, CI, [K+], [K+], O=c1[nH]nnc2c1[se]c1ccccc12. The product is Cn1nnc2c([se]c3ccccc32)c1=O. RXN SMILES: [C:15](=[O:16])([O-:17])[O-:18].[CH3:23][C:24](=[O:25])[CH3:26].[I:21][CH3:22].[K+:19].[K+:20].[n:1]1[n:2][nH:3][c:4](=[O:14])[c:5]2[c:6]1[c:7]1[c:8]([se:9]2)[cH:10][cH:11][cH:12][cH:13]1>>[n:1]1[n:2][n:3]([CH3:15])[c:4](=[O:14])[c:5]2[c:6]1[c:7]1[c:8]([se:9]2)[cH:10][cH:11][cH:12][cH:13]1. The reactants are CCCC(C)N=C=S, CCOC(C)=O, Nc1cc(Cl)c(Cl)cc1S(N)(=O)=O. Yields the product CCCC(C)NC1=NS(=O)(=O)c2cc(Cl)c(Cl)cc2N1. Reaction SMILES: [CH3:14][CH:15]([CH2:16][CH2:17][CH3:18])[N:19]=[C:20]=[S:21].[CH3:22][CH2:23][O:24][C:25](=[O:26])[CH3:27].[NH2:1][c:2]1[c:3]([S:10](=[O:11])(=[O:12])[NH2:13])[cH:4][c:5]([Cl:9])[c:6]([Cl:8])[cH:7]1>>[NH:1]1[c:2]2[c:3]([cH:4][c:5]([Cl:9])[c:6]([Cl:8])[cH:7]2)[S:10](=[O:11])(=[O:12])[N:13]=[C:20]1[NH:19][CH:15]([CH3:14])[CH2:16][CH2:17][CH3:18]. Reactants: C(C1=CC=CC=C1)C(C(=O)O)CC([C@H]1N(CCC1)C(=O)OC(C)(C)C)=O ((αRS,S)-α-benzyl-1-t-butoxycarbonyl-γ-oxo-2-pyrrolidinebutyric acid), N[C@H](C(=O)N[C@H]([C@H](C[C@H](C=C)C(C)C)O)CC1CCCCC1)CC=1N=CNC1 ((S)-α-amino-N-[(1S,2S,4S)-1-(cyclohexylmethyl)-2-hydroxy-4-isopropyl-5-hexenyl]imidazole-4-propionamide). Product: C1(CCCCC1)C[C@@H]([C@H](C[C@H](C=C)C(C)C)O)NC(=O)[C@H](CC=1N=CNC1)NC(=O)[C@@H](CC1=CC=CC=C1)CC(=O)[C@H]1N(CCC1)C(=O)OC(C)(C)C (t-butyl (S)-2-[[(S)-α-[[(S)-1-[[(1S,2S,4S)-1-(cyclohexylmethyl)-2-hydroxy-4-isopropyl-5-hexenyl]carbamoyl]-2-imidazol-4-ylethyl]carbamoyl]phenethyl]acetyl]-1-pyrrolidinecarboxylate), t-butyl (S)-2-[[(R)-γ-[[(S)-1-[[(1S,2S,4S)-1-(cyclohexylmethyl)-2-hydroxy-4-isopropyl-5-hexenyl]carbamoyl]-2-imidazol-4-ylethyl]carbamoyl]phenethyl]acetyl]-1-pyrrolidinecarboxylate. As a reaction SMILES: [CH2:1]([CH:8]([CH2:12][C:13](=[O:26])[C@@H:14]1[CH2:18][CH2:17][CH2:16][N:15]1[C:19]([O:21][C:22]([CH3:25])([CH3:24])[CH3:23])=[O:20])[C:9]([OH:11])=O)[C:2]1[CH:7]=[CH:6][CH:5]=[CH:4][CH:3]=1.[NH2:27][C@@H:28]([CH2:49][C:50]1[N:51]=[CH:52][NH:53][CH:54]=1)[C:29]([NH:31][C@@H:32]([CH2:42][CH:43]1[CH2:48][CH2:47][CH2:46][CH2:45][CH2:44]1)[C@@H:33]([OH:41])[CH2:34][C@@H:35]([CH:38]([CH3:40])[CH3:39])[CH:36]=[CH2:37])=[O:30]>>[CH:43]1([CH2:42][C@H:32]([NH:31][C:29]([C@@H:28]([NH:27][C:9]([C@H:8]([CH2:12][C:13]([C@@H:14]2[CH2:18][CH2:17][CH2:16][N:15]2[C:19]([O:21][C:22]([CH3:23])([CH3:24])[CH3:25])=[O:20])=[O:26])[CH2:1][C:2]2[CH:3]=[CH:4][CH:5]=[CH:6][CH:7]=2)=[O:11])[CH2:49][C:50]2[N:51]=[CH:52][NH:53][CH:54]=2)=[O:30])[C@@H:33]([OH:41])[CH2:34][C@@H:35]([CH:38]([CH3:40])[CH3:39])[CH:36]=[CH2:37])[CH2:44][CH2:45][CH2:46][CH2:47][CH2:48]1. Procedure: In a manner analogous to that described in Example 27, by condensing (αRS,S)-α-benzyl-1-t-butoxycarbonyl-γ-oxo-2-pyrrolidinebutyric acid with (S)-α-amino-N-[(1S,2S,4S)-1-(cyclohexylmethyl)-2-hydroxy-4-isopropyl-5-hexenyl]imidazole-4-propionamide and subsequent epimer separation by chromatography, there were obtained t-butyl (S)-2-[[(S)-α-[[(S)-1-[[(1S,2S,4S)-1-(cyclohexylmethyl)-2-hydroxy-4-isopropyl-5-hexenyl]carbamoyl]-2-imidazol-4-ylethyl]carbamoyl]phenethyl]acetyl]-1-pyrrolidinecarboxylate (...